This data is from the Open Reaction Database (ORD), a public repository of structured organic reaction records. The task is: describe an organic reaction: reactants, conditions, products, and yield Reactants: C(CCC)[Li] (n-butyllithium), S1C=NC2=C1C=CC=C2 (benzothiazole), C(=O)=O (dry ice), O (water). Run in O1CCCC1 (tetrahydrofuran), O1CCCC1 (tetrahydrofuran). Product: S1C(=NC2=C1C=CC=C2)C(=O)O (Benzothiazole-2-carboxylic Acid). Isolated yield 47.0%. Reaction SMILES: C([Li])CCC.[S:6]1[C:10]2[CH:11]=[CH:12][CH:13]=[CH:14][C:9]=2[N:8]=[CH:7]1.[C:15](=[O:17])=[O:16].O>O1CCCC1>[S:6]1[C:10]2[CH:11]=[CH:12][CH:13]=[CH:14][C:9]=2[N:8]=[C:7]1[C:15]([OH:17])=[O:16]. Procedure: A precooled (-78° C.) solution of 7.7 ml (19.2 mmol) of n-butyllithium in 50 ml of dry tetrahydrofuran was treated dropwise with 2.0 ml (18.3 mmol) of benzothiazole. After the addition was complete, the solution was poured into a mixture of excess dry ice in 100 ml of tetrahydrofuran. After being allowed to warm, the resulting solution was treated with water, washed with ether, acidified with HCl, and filtered to give a yellow solid. Digestion with boiling ether followed by filtration gave 1.55 ... Starting materials: O (Water), COC1=CC=C(CN2C(NC(C2)=O)=O)C=C1 (1-(4-methoxybenzyl)-imidazolidine-2,4-dione), C(CC)C1=C(C=CC=2C(=NOC21)C(F)(F)F)OCCCBr (7-propyl-3-(trifluoromethyl)-6-(3-bromopropyloxy)-1,2-benzisoxazole), C(=O)([O-])[O-].[Cs+].[Cs+] (Cs2CO3). The solvent is CN(C)C=O (DMF). The product is C(CC)C1=C(C=CC=2C(=NOC21)C(F)(F)F)OCCCN2C(N(C(C2)=O)CC2=CC=C(C=C2)OC)=O (1-(3-{[7-propyl-3-(trifluoromethyl)-1,2-benzisoxazol-6-yl]oxy}propyl)-3-(4-methoxybenzyl)-imidazolidine-2,4-dione). As a reaction SMILES: [CH3:1][O:2][C:3]1[CH:16]=[CH:15][C:6]([CH2:7][N:8]2[CH2:12][C:11](=O)[NH:10][C:9]2=[O:14])=[CH:5][CH:4]=1.[CH2:17]([C:20]1[C:28]2[O:27][N:26]=[C:25]([C:29]([F:32])([F:31])[F:30])[C:24]=2[CH:23]=[CH:22][C:21]=1[O:33][CH2:34][CH2:35][CH2:36]Br)[CH2:18][CH3:19].C([O-])([O-])=[O:39].[Cs+].[Cs+].O>CN(C=O)C>[CH2:17]([C:20]1[C:28]2[O:27][N:26]=[C:25]([C:29]([F:32])([F:31])[F:30])[C:24]=2[CH:23]=[CH:22][C:21]=1[O:33][CH2:34][CH2:35][CH2:36][N:10]1[CH2:11][C:12](=[O:39])[N:8]([CH2:7][C:6]2[CH:15]=[CH:16][C:3]([O:2][CH3:1])=[CH:4][CH:5]=2)[C:9]1=[O:14])[CH2:18][CH3:19] |f:2.3.4|. Procedure details: A mixture of 1-(4-methoxybenzyl)-imidazolidine-2,4-dione (57 mg), 7-propyl-3-trifluoromethyl-6-(3-bromopropyloxy)-1,2-benzisoxazole from Example 7 (86 mg), and Cs2CO3 (146 mg) in DMF (4.0 mL) was allowed to react overnight. Water was added and the mixture separated by HPLC to yield 1-(3-{[7-propyl-3-(trifluoromethyl)-1,2-benzisoxazol-6-yl]oxy}propyl)-3-(4-methoxybenzyl)-imidazolidine-2,4-dione as a clear oil. Starting materials: [BH4-], Br, CC(C)(CNC(=O)COc1ccccc1)NCC(=O)c1ccc(OCc2ccccc2)c(OCc2ccccc2)c1, CO, CC(C)O, [Cl-], [Na+], [Na+]. Yields the product CC(C)(CNC(=O)COc1ccccc1)NCC(O)c1ccc(OCc2ccccc2)c(OCc2ccccc2)c1. Reaction SMILES: [BH4-:43].[BrH:1].[CH3:2][C:3]([CH2:4][NH:5][C:6]([CH2:7][O:8][c:9]1[cH:10][cH:11][cH:12][cH:13][cH:14]1)=[O:15])([CH3:16])[NH:17][CH2:18][C:19](=[O:20])[c:21]1[cH:22][c:23]([O:35][CH2:36][c:37]2[cH:38][cH:39][cH:40][cH:41][cH:42]2)[c:24]([O:27][CH2:28][c:29]2[cH:30][cH:31][cH:32][cH:33][cH:34]2)[cH:25][cH:26]1.[CH3:45][OH:46].[CH3:49][CH:50]([OH:51])[CH3:52].[Cl-:48].[Na+:44].[Na+:47]>>[CH3:2][C:3]([CH2:4][NH:5][C:6]([CH2:7][O:8][c:9]1[cH:10][cH:11][cH:12][cH:13][cH:14]1)=[O:15])([CH3:16])[NH:17][CH2:18][CH:19]([OH:20])[c:21]1[cH:22][c:23]([O:35][CH2:36][c:37]2[cH:38][cH:39][cH:40][cH:41][cH:42]2)[c:24]([O:27][CH2:28][c:29]2[cH:30][cH:31][cH:32][cH:33][cH:34]2)[cH:25][cH:26]1. The reactants are ClC=1C(=C(C=2NC(C3=C(N(C2N1)CC)N=CC=C3)=O)C)[N+](=O)[O-] (2-chloro-5,11-dihydro-11-ethyl-4-methyl-3-nitro-6H-dipyrido[3,2-b:2',3'-e][1,4]diazepin-6-one), C[SeH-](=[Se])C (dimethyldiselenide), ClC=1C(=C(C=2NC(C3=C(N(C2N1)CC)N=CC=C3)=O)C)[N+](=O)[O-] (2-chloro-5,11-dihydro-11-ethyl-4-methyl-3-nitro-6H-dipyrido[3,2-b:2',3'-e][1,4]diazepin-6-one), N=1C=CN=CC(C1)=O ([1,4]diazepin-6-one), [BH4-].[Na+] (sodium borohydride), C(O)CN (ethanolamine). Product: C(C)N1C2=C(NC(C3=C1N=CC=C3)=O)C(=C(C(=N2)[Se]C)[N+](=O)[O-])C (5,11-Dihydro-11-ethyl-4-methyl-2-methylseleno-3-nitro-6H-dipyrido[3,2-b:2',3'-e][1,4]diazepin-6-one). Reported procedure: To a mixture of 2-chloro-5,11-dihydro-11-ethyl-4-methyl-3-nitro-6H-dipyrido[3,2-b:2',3'-e][1,4]diazepin-6-one (0.063 g) and dimethyldiselenide (0.11 g) in isopropanol (0.5 mL) in a pressure tube was added sodium borohydride (0.006 g). The tube was sealed and heated at 110° C. for 5 minutes and then left at room temperature for 3 days. The mixture was eluted from a short silica gel column (chloroform) and then fractionated by preparative layer chromatography to give a mixture of 2-chloro-5,11-dih... Solvent: C(C)(C)O (isopropanol), O1CCOCC1 (dioxan). Reaction SMILES: Cl[C:2]1[C:3]([N+:21]([O-:23])=[O:22])=[C:4]([CH3:20])[C:5]2[NH:6][C:7](=[O:19])[C:8]3[CH:18]=[CH:17][CH:16]=[N:15][C:9]=3[N:10]([CH2:13][CH3:14])[C:11]=2[N:12]=1.[CH3:24][SeH-:25](C)=[Se].[BH4-].[Na+].N1C=CN=CC(=O)C=1.C(CN)O>C(O)(C)C.O1CCOCC1>[CH2:13]([N:10]1[C:9]2[N:15]=[CH:16][CH:17]=[CH:18][C:8]=2[C:7](=[O:19])[NH:6][C:5]2[C:4]([CH3:20])=[C:3]([N+:21]([O-:23])=[O:22])[C:2]([Se:25][CH3:24])=[N:12][C:11]1=2)[CH3:14] |f:2.3|. Run at temperature 110 celsius, time 3 day. The reactants are O=C1C=CC(=O)C=C1, Oc1ccc(O)cc1, Oc1ccc(O)cc1. Product: O=C1C=CC(=O)C=C1, Oc1ccccc1, Oc1ccc(O)cc1. Reaction SMILES: [O:17]=[C:18]1[CH:19]=[CH:20][C:21](=[O:22])[CH:23]=[CH:24]1.[OH:1][c:2]1[cH:3][cH:4][c:5]([OH:6])[cH:7][cH:8]1.[OH:9][c:10]1[cH:11][cH:12][c:13]([OH:14])[cH:15][cH:16]1>>[O:17]=[C:18]1[CH:19]=[CH:20][C:21](=[O:22])[CH:23]=[CH:24]1.[OH:1][c:2]1[cH:3][cH:4][cH:5][cH:7][cH:8]1.[OH:9][c:10]1[cH:11][cH:12][c:13]([OH:14])[cH:15][cH:16]1. The reactants are N1=C(N=CC=C1)N1CCNCC1 (1-(2-pyrimidyl)piperazine), C(C)(=O)O[BH-](OC(C)=O)OC(C)=O.[Na+] (sodium triacetoxyborohydride), ClC1=C2CNC(C2=C(C=C1)C=1N(C2=CC=C(C=C2C1)C=O)C(=O)OC(C)(C)C)=O (4-chloro-7-[1-(tert-butoxycarbonyl)-5-formylindol-2-yl]isoindolinone). Run in ClCCl (dichloromethane). The product is ClC1=C2CNC(C2=C(C=C1)C=1N(C2=CC=C(C=C2C1)CN1CCN(CC1)C1=NC=CC=N1)C(=O)OC(C)(C)C)=O (4-chloro-7-(1-(tert-butoxycarbonyl)-5-[4-(pyrimidin-2-yl)piperazin-1-ylmethyl]indol-2-yl)isoindolinone). As a reaction SMILES: [Cl:1][C:2]1[CH:10]=[CH:9][C:8]([C:11]2[N:12]([C:22]([O:24][C:25]([CH3:28])([CH3:27])[CH3:26])=[O:23])[C:13]3[C:18]([CH:19]=2)=[CH:17][C:16]([CH:20]=O)=[CH:15][CH:14]=3)=[C:7]2[C:3]=1[CH2:4][NH:5][C:6]2=[O:29].[N:30]1[CH:35]=[CH:34][CH:33]=[N:32][C:31]=1[N:36]1[CH2:41][CH2:40][NH:39][CH2:38][CH2:37]1.C(O[BH-](OC(=O)C)OC(=O)C)(=O)C.[Na+]>ClCCl>[Cl:1][C:2]1[CH:10]=[CH:9][C:8]([C:11]2[N:12]([C:22]([O:24][C:25]([CH3:26])([CH3:27])[CH3:28])=[O:23])[C:13]3[C:18]([CH:19]=2)=[CH:17][C:16]([CH2:20][N:39]2[CH2:40][CH2:41][N:36]([C:31]4[N:30]=[CH:35][CH:34]=[CH:33][N:32]=4)[CH2:37][CH2:38]2)=[CH:15][CH:14]=3)=[C:7]2[C:3]=1[CH2:4][NH:5][C:6]2=[O:29] |f:2.3|. Procedure details: In a similar manner to Step 1 of Example 56, 4-chloro-7-[1-(tert-butoxycarbonyl)-5-formylindol-2-yl]isoindolinone (20.0 mg, 0.0487 mmol) was dissolved in dichloromethane (0.5 mL). The solution was treated with 1-(2-pyrimidyl)piperazine (33 mg, 0.20 mmol) and sodium triacetoxyborohydride (32 mg, 0.15 mmol) to obtain 4-chloro-7-(1-(tert-butoxycarbonyl)-5-[4-(pyrimidin-2-yl)piperazin-1-ylmethyl]indol-2-yl)isoindolinone. The reactants are BrC1=CC=C(C=C1)Br (1,4-dibromobenzene), C(CCC)[Li] (butyllithium), resultant mixture, COC=1C(=CC2=C(CCN(CC2)C)C1)S(=O)(=O)F (8-Methoxy-3-methyl-2,3,4,5-tetrahydro-1H-3-benzazepine-7-sulfonyl fluoride). The solvent is O1CCCC1 (tetrahydrofuran). Reaction conditions: time 2 hour. The product is BrC1=CC=C(C=C1)S(=O)(=O)C1=CC2=C(CCN(CC2)C)C=C1OC (7-(4-Bromobenzenesulfonyl)-8-methoxy-3-methyl-2,3,4,5-tetrahydro-1H-3-benzazepine). As a reaction SMILES: Br[C:2]1[CH:7]=[CH:6][C:5]([Br:8])=[CH:4][CH:3]=1.C([Li])CCC.[CH3:14][O:15][C:16]1[C:17]([S:28](F)(=[O:30])=[O:29])=[CH:18][C:19]2[CH2:25][CH2:24][N:23]([CH3:26])[CH2:22][CH2:21][C:20]=2[CH:27]=1>O1CCCC1>[Br:8][C:5]1[CH:6]=[CH:7][C:2]([S:28]([C:17]2[C:16]([O:15][CH3:14])=[CH:27][C:20]3[CH2:21][CH2:22][N:23]([CH3:26])[CH2:24][CH2:25][C:19]=3[CH:18]=2)(=[O:29])=[O:30])=[CH:3][CH:4]=1. Reported procedure: To a stirred solution of 1,4-dibromobenzene (0.665 g, 2.82 mmol, 2.0 eq) in dry tetrahydrofuran (7 mL) under argon at −78° C. was added butyllithium (1.25 mL 2.5M in hexanes, 3.10 mmol, 2.2 eq) dropwise over 10 min. After a further 30 min. a suspension of sulfonyl fluoride D4 (0.385 g, 1.41 mmol, 1.0 eq) was added portionwise. The resultant mixture was allowed to warm to room temperature then stirred for 2 h. The mixture was quenched with water (40 mL) then extracted twice with ethyl acetate (2×... Reactants: ClC=1C=C(C=C(C1)F)B(O)O (3-chloro-5-fluorophenylboronic acid), C([O-])(O)=O.[Na+] (sodium bicarbonate), BrC1=C(N=C(S1)C(=O)OCC)C1=CC(=C(C=C1)F)Cl (Ethyl 5-bromo-4-(3-chloro-4-fluorophenyl)-1,3-thiazole-2-carboxylate). The reagents and catalysts are C=1C=CC(=CC1)[P](C=2C=CC=CC2)(C=3C=CC=CC3)[Pd]([P](C=4C=CC=CC4)(C=5C=CC=CC5)C=6C=CC=CC6)([P](C=7C=CC=CC7)(C=8C=CC=CC8)C=9C=CC=CC9)[P](C=1C=CC=CC1)(C=1C=CC=CC1)C=1C=CC=CC1 (tetrakis(triphenylphosphine)palladium(0)). Run in COCCOC (1,2-dimethoxyethane). Conditions: temperature 80 celsius, time 8 hour. Yields the product ClC=1C=C(C=CC1F)C=1N=C(SC1C1=CC(=CC(=C1)F)Cl)C(=O)O (4-(3-Chloro-4-fluorophenyl)-5-(3-chloro-5-fluorophenyl)-1,3-thiazole-2-carboxylic acid). Reaction SMILES: Br[C:2]1[S:6][C:5]([C:7]([O:9]CC)=[O:8])=[N:4][C:3]=1[C:12]1[CH:17]=[CH:16][C:15]([F:18])=[C:14]([Cl:19])[CH:13]=1.[Cl:20][C:21]1[CH:22]=[C:23](B(O)O)[CH:24]=[C:25]([F:27])[CH:26]=1.C(=O)(O)[O-].[Na+]>COCCOC.C1C=CC([P]([Pd]([P](C2C=CC=CC=2)(C2C=CC=CC=2)C2C=CC=CC=2)([P](C2C=CC=CC=2)(C2C=CC=CC=2)C2C=CC=CC=2)[P](C2C=CC=CC=2)(C2C=CC=CC=2)C2C=CC=CC=2)(C2C=CC=CC=2)C2C=CC=CC=2)=CC=1>[Cl:19][C:14]1[CH:13]=[C:12]([C:3]2[N:4]=[C:5]([C:7]([OH:9])=[O:8])[S:6][C:2]=2[C:23]2[CH:24]=[C:25]([F:27])[CH:26]=[C:21]([Cl:20])[CH:22]=2)[CH:17]=[CH:16][C:15]=1[F:18] |f:2.3,^1:45,47,66,85|. Procedure details: Under argon, 100 mg (0.27 mmol) of the compound from Example 4A are provided in 4 ml of 1,2-dimethoxyethane, and 71.7 mg (0.41 mmol) of 3-chloro-5-fluorophenylboronic acid, 1.5 ml (1.37 mmol) of an aqueous sodium bicarbonate solution (10%) and 9.5 mg (8 μmol) of tetrakis(triphenylphosphine)palladium(0) are added. The mixture is stirred at 80° C. overnight. The mixture is concentrated and the residue is purified by preparative HPLC (RP18 column; mobile phase: acetonitrile/water gradient), and 93.... The reactants are CCOC(=O)C(C)(C)CCC(NS(=O)C(C)(C)C)c1cc(F)cc(F)c1, CO. The product is CCOC(=O)C(C)(C)CCC(N)c1cc(F)cc(F)c1. RXN SMILES: [C:1]([S:2](=[O:3])[NH:7][CH:8]([CH2:9][CH2:10][C:11]([C:12](=[O:13])[O:14][CH2:15][CH3:16])([CH3:17])[CH3:18])[c:19]1[cH:20][c:21]([F:26])[cH:22][c:23]([F:25])[cH:24]1)([CH3:4])([CH3:5])[CH3:6].[CH3:27][OH:28]>>[NH2:7][CH:8]([CH2:9][CH2:10][C:11]([C:12](=[O:13])[O:14][CH2:15][CH3:16])([CH3:17])[CH3:18])[c:19]1[cH:20][c:21]([F:26])[cH:22][c:23]([F:25])[cH:24]1.